This data is from the Open Reaction Database (ORD), a public repository of structured organic reaction records. The task is: describe an organic reaction: reactants, conditions, products, and yield Starting materials: C(C(C(C(C=O)O)O)O)O (pentose), C(C(C(C(C=O)O)O)O)O (pentose), C(C1=CC=CO1)=O (furfural), C(C(C(C(C=O)O)O)O)O (pentose), C(C(C(C(C=O)O)O)O)O (pentose). Yields the product C(C1=CC=CO1)=O (furfural), O=C[C@H](O)[C@@H](O)[C@H](O)CO (xylose). RXN SMILES: [CH:1](=[O:7])[C:2]1[O:6][CH:5]=[CH:4][CH:3]=1.[CH2:8]([OH:17])[CH:9]([OH:16])[CH:10]([OH:15])[CH:11]([OH:14])[CH:12]=[O:13]>>[CH:1](=[O:7])[C:2]1[O:6][CH:5]=[CH:4][CH:3]=1.[O:13]=[CH:12][C@@H:11]([C@H:10]([C@@H:9]([CH2:8][OH:17])[OH:16])[OH:15])[OH:14]. Procedure details: In a process disclosed by David J. Medeiros et al. in U.S. Pat. No. 4,533,743, aqueous pentose solution was reacted at high temperature and pressure in the presence of a mineral acid catalyst to maximize furfural yield and selectivity. The process utilized a plug flow reactor and a combination of four conditions: The concentration of pentose in the pentose-aqueous feed solution before entry into the reactor was between 1 and 10 percent by weight of the aqueous solution before the addition of aci... Starting materials: CO, COc1ccccc1-c1ccc2cnc(CS(=O)(=O)[O-])nn12, COCC(C)O, CCN(C(C)C)C(C)C, COc1ccccc1-c1ccc2cnc(Nc3cc(F)c(N4CCN(CC(C)O)CC4)cc3F)nn12, CC(O)CN1CCN(c2cc(F)c(N)cc2F)CC1, O=C(O)C(F)(F)F. Yields the product COc1ccccc1-c1ccc2cnc(Nc3cc(F)c(N4CCN(CC(C)O)CC4)cc3F)nn12, O=C(O)C(F)(F)F. RXN SMILES: [CH3:100][OH:101].[CH3:44][O:45][c:46]1[cH:47][cH:48][cH:49][cH:50][c:51]1-[c:52]1[n:53]2[c:54]([cH:55][n:56][c:57]([CH2:58][S:59]([O-:60])(=[O:61])=[O:62])[n:63]2)[cH:64][cH:65]1.[CH3:94][O:95][CH2:96][CH:97]([OH:98])[CH3:99].[CH:85]([N:86]([CH2:87][CH3:88])[CH:89]([CH3:90])[CH3:91])([CH3:92])[CH3:93].[F:1][c:2]1[c:3]([N:27]2[CH2:28][CH2:29][N:30]([CH2:33][CH:34]([CH3:35])[OH:36])[CH2:31][CH2:32]2)[cH:4][c:5]([F:26])[c:6]([NH:8][c:9]2[n:10][n:11]3[c:12]([cH:13][n:14]2)[cH:15][cH:16][c:17]3-[c:18]2[c:19]([O:24][CH3:25])[cH:20][cH:21][cH:22][cH:23]2)[cH:7]1.[NH2:66][c:67]1[c:68]([F:69])[cH:70][c:71]([N:72]2[CH2:73][CH2:74][N:75]([CH2:76][CH:77]([OH:78])[CH3:79])[CH2:80][CH2:81]2)[c:82]([F:83])[cH:84]1.[OH:37][C:38](=[O:39])[C:40]([F:41])([F:42])[F:43]>>[F:1][c:2]1[c:3]([N:27]2[CH2:28][CH2:29][N:30]([CH2:33][CH:34]([CH3:35])[OH:36])[CH2:31][CH2:32]2)[cH:4][c:5]([F:26])[c:6]([NH:8][c:9]2[n:10][n:11]3[c:12]([cH:13][n:14]2)[cH:15][cH:16][c:17]3-[c:18]2[c:19]([O:24][CH3:25])[cH:20][cH:21][cH:22][cH:23]2)[cH:7]1.[O:37]=[C:38]([OH:39])[C:40]([F:41])([F:42])[F:43]. Starting materials: FC1=C(CSC2=NC(=CC(=N2)NS(=O)(=O)N2C[C@H](CC2)NC(OC(C)(C)C)=O)OC)C=CC=C1F (tert-butyl {(3S)-1-[({2-[(2,3-difluorobenzyl)thio]-6-methoxypyrimidin-4-yl}amino)sulfonyl]pyrrolidin-3-yl}carbamate), product, C(=O)(C(F)(F)F)O (TFA). The solvent is C(Cl)Cl (DCM). Conditions: time 18 hour. The product is N[C@@H]1CN(CC1)S(=O)(=O)NC1=NC(=NC(=C1)OC)SCC1=C(C(=CC=C1)F)F ((3S)-3-Amino-N-{2-[(2,3-difluorobenzyl)thio]-6-methoxypyrimidin-4-yl}pyrrolidine-1-sulfonamide). RXN SMILES: [F:1][C:2]1[C:34]([F:35])=[CH:33][CH:32]=[CH:31][C:3]=1[CH2:4][S:5][C:6]1[N:11]=[C:10]([NH:12][S:13]([N:16]2[CH2:20][CH2:19][C@H:18]([NH:21]C(=O)OC(C)(C)C)[CH2:17]2)(=[O:15])=[O:14])[CH:9]=[C:8]([O:29][CH3:30])[N:7]=1.C(O)(C(F)(F)F)=O>C(Cl)Cl>[NH2:21][C@H:18]1[CH2:19][CH2:20][N:16]([S:13]([NH:12][C:10]2[CH:9]=[C:8]([O:29][CH3:30])[N:7]=[C:6]([S:5][CH2:4][C:3]3[CH:31]=[CH:32][CH:33]=[C:34]([F:35])[C:2]=3[F:1])[N:11]=2)(=[O:14])=[O:15])[CH2:17]1. Procedure details: To a solution of tert-butyl {(3S)-1-[({2-[(2,3-difluorobenzyl)thio]-6-methoxypyrimidin-4-yl}amino)sulfonyl]pyrrolidin-3-yl}carbamate (the product from step ii), 0.75 g) in DCM (10 ml) was added TFA slowly. The reaction then stirred at room temperature for 18 h. The reaction was reduced in vacuo and the residue purified by prep HPLC to give the title compound as a white solid. Yield: 70 mg